This data is from the Open Reaction Database (ORD), a public repository of structured organic reaction records. The task is: describe an organic reaction: reactants, conditions, products, and yield The reactants are FC=1C=CC(=C(C(=O)O)C1)[N+](=O)[O-] (5-fluoro-2-nitrobenzoic acid). Solvent: CO (methanol). Reaction conditions: temperature 70 celsius. Yields the product FC=1C=CC(=C(C1)CO)[N+](=O)[O-] ((5-Fluoro-2-nitrophenyl) methanol). The yield is 103.9%. As a reaction SMILES: [F:1][C:2]1[CH:3]=[CH:4][C:5]([N+:11]([O-:13])=[O:12])=[C:6]([CH:10]=1)[C:7](O)=[O:8]>CO>[F:1][C:2]1[CH:3]=[CH:4][C:5]([N+:11]([O-:13])=[O:12])=[C:6]([CH2:7][OH:8])[CH:10]=1. Procedure: To 5-fluoro-2-nitrobenzoic acid (0.5 g, 2.7 mmol) was added a solution of borane-tetrahydrofuran complex (5 mL, 1.0 M, 5 mmol) and the resulting solution was heated to 70° C. for 3 hours. The reaction was then cooled to room temperature and methanol was added. The mixture was concentrated and methanol was added two additional times to provide 0.48 g (100%) of a white solid. mp 82-86° C. Anal Calc'd for C7H6N3O3F: C, 49.13; H, 3.52; N, 8.18. Found: C, 48.76; H, 3.56; N, 7.88. Product: CC(C)(C)OC(=O)N1CCCCC1C(=O)NC(Cc1ccc(I)cc1)C(N)=O. The reactants are CC(C)(C)OC(=O)N1CCCCC1C(=O)O, CCOCC, NC(=O)C(N)Cc1ccc(I)cc1, CN(C)C=O. Reaction SMILES: [C:14]([CH3:15])([CH3:16])([CH3:17])[O:18][C:19](=[O:20])[N:21]1[CH:22]([C:27](=[O:28])[OH:29])[CH2:23][CH2:24][CH2:25][CH2:26]1.[CH3:35][CH2:36][O:37][CH2:38][CH3:39].[I:1][c:2]1[cH:3][cH:4][c:5]([CH2:6][CH:7]([NH2:8])[C:9](=[O:10])[NH2:11])[cH:12][cH:13]1.[O:30]=[CH:31][N:32]([CH3:33])[CH3:34]>>[I:1][c:2]1[cH:3][cH:4][c:5]([CH2:6][CH:7]([NH:8][C:27]([CH:22]2[N:21]([C:19]([O:18][C:14]([CH3:15])([CH3:16])[CH3:17])=[O:20])[CH2:26][CH2:25][CH2:24][CH2:23]2)=[O:28])[C:9](=[O:10])[NH2:11])[cH:12][cH:13]1. Reactants: Fc1cccc2cc[nH]c12, [Na+], CN(C)C=O, [OH-], O, O=P(Cl)(Cl)Cl. Product: O=Cc1c[nH]c2c(F)cccc12. As a reaction SMILES: [F:6][c:7]1[cH:8][cH:9][cH:10][c:11]2[cH:12][cH:13][nH:14][c:15]12.[Na+:17].[O:18]=[CH:19][N:20]([CH3:21])[CH3:22].[OH-:16].[OH2:23].[P:1]([Cl:2])([Cl:3])([Cl:4])=[O:5]>>[F:6][c:7]1[cH:8][cH:9][cH:10][c:11]2[c:12]([CH:19]=[O:18])[cH:13][nH:14][c:15]12. Starting materials: Cc1oc(-c2ccccc2)nc1CCOc1ccc(C=C2SC(=O)NC2=O)cc1, CC(=O)O, CO, ClC(Cl)Cl. Reaction SMILES: [CH3:1][c:2]1[c:3]([CH2:13][CH2:14][O:15][c:16]2[cH:17][cH:18][c:19]([CH:20]=[C:21]3[C:22](=[O:27])[NH:23][C:24](=[O:26])[S:25]3)[cH:28][cH:29]2)[n:4][c:5](-[c:7]2[cH:8][cH:9][cH:10][cH:11][cH:12]2)[o:6]1.[CH3:30][C:31](=[O:32])[OH:33].[CH3:34][OH:35].[CH:36]([Cl:37])([Cl:38])[Cl:39]>>[CH3:1][c:2]1[c:3]([CH2:13][CH2:14][O:15][c:16]2[cH:17][cH:18][c:19]([CH2:20][CH:21]3[C:22](=[O:27])[NH:23][C:24](=[O:26])[S:25]3)[cH:28][cH:29]2)[n:4][c:5](-[c:7]2[cH:8][cH:9][cH:10][cH:11][cH:12]2)[o:6]1. Yields the product Cc1oc(-c2ccccc2)nc1CCOc1ccc(CC2SC(=O)NC2=O)cc1. Reaction SMILES: [CH:1]1([OH:8])[CH2:6][CH2:5][CH2:4][CH:3]([OH:7])[CH2:2]1.N1C=CN=C1.[Si:14](Cl)([C:17]([CH3:20])([CH3:19])[CH3:18])([CH3:16])[CH3:15]>ClCCl.O1CCCC1.C(OCC)(=O)C>[Si:14]([O:7][CH:3]1[CH2:4][CH2:5][CH2:6][CH:1]([OH:8])[CH2:2]1)([C:17]([CH3:20])([CH3:19])[CH3:18])([CH3:16])[CH3:15]. Procedure details: To a solution of 1,3-cyclohexanediol (cis and trans mixture, 25 g) and imidazole (8.8 g) in a mixture of dichloromethane (150 ml) and tetrahydrofuran (150 ml) was added dropwise a solution of tert-butyldimethylsilyl chloride (16.2 g) in a mixture of dichloromethane (40 ml) and tetrahydrofuran (40 ml) at 0° C. A reaction mixture was allowed to warm to ambient temperature and stirred overnight. Insoluble material was removed by filtration and mother liquor was concentrated under reduced pressure t... Isolated yield 50.6%. The reactants are C1(CC(CCC1)O)O (1,3-cyclohexanediol), N1C=NC=C1 (imidazole), [Si](C)(C)(C(C)(C)C)Cl (tert-butyldimethylsilyl chloride). Conditions: time 8 hour. Product: [Si](C)(C)(C(C)(C)C)OC1CC(CCC1)O (3-(tert-butyldimethylsilyl)oxy-1-cyclohexanol). Solvent: ClCCl (dichloromethane), O1CCCC1 (tetrahydrofuran), C(C)(=O)OCC (ethyl acetate), ClCCl (dichloromethane), O1CCCC1 (tetrahydrofuran). Starting materials: CI, CS(C)=O, Fc1ccc(-c2cc[nH]c2-c2ccc(F)cc2)cc1, [H-], [Na+], O. The product is Cn1ccc(-c2ccc(F)cc2)c1-c1ccc(F)cc1. As a reaction SMILES: [CH3:22][I:23].[CH3:25][S:26]([CH3:27])=[O:28].[F:3][c:4]1[cH:5][cH:6][c:7](-[c:10]2[nH:11][cH:12][cH:13][c:14]2-[c:15]2[cH:16][cH:17][c:18]([F:21])[cH:19][cH:20]2)[cH:8][cH:9]1.[H-:1].[Na+:2].[OH2:24]>>[F:3][c:4]1[cH:5][cH:6][c:7](-[c:10]2[n:11]([CH3:22])[cH:12][cH:13][c:14]2-[c:15]2[cH:16][cH:17][c:18]([F:21])[cH:19][cH:20]2)[cH:8][cH:9]1. Reactants: CNC(=O)C1CCCN(c2nc3cc(C=Cc4nc(C(C)C)cs4)ccn3c(=O)c2C=CC(=O)OC(C)(C)C)C1, O=C(O)C(F)(F)F. The product is CNC(=O)C1CCCN(c2nc3cc(C=Cc4nc(C(C)C)cs4)ccn3c(=O)c2C=CC(=O)O)C1. Reaction SMILES: [CH:1]([CH3:2])([CH3:3])[c:4]1[n:5][c:6]([CH:9]=[CH:10][c:11]2[cH:12][c:13]3[n:14]([c:15](=[O:38])[c:16]([CH:29]=[CH:30][C:31](=[O:32])[O:33][C:34]([CH3:35])([CH3:36])[CH3:37])[c:17]([N:19]4[CH2:20][CH:21]([C:25](=[O:26])[NH:27][CH3:28])[CH2:22][CH2:23][CH2:24]4)[n:18]3)[cH:39][cH:40]2)[s:7][cH:8]1.[OH:41][C:42]([C:43]([F:44])([F:45])[F:46])=[O:47]>>[CH:1]([CH3:2])([CH3:3])[c:4]1[n:5][c:6]([CH:9]=[CH:10][c:11]2[cH:12][c:13]3[n:14]([c:15](=[O:38])[c:16]([CH:29]=[CH:30][C:31](=[O:32])[OH:33])[c:17]([N:19]4[CH2:20][CH:21]([C:25](=[O:26])[NH:27][CH3:28])[CH2:22][CH2:23][CH2:24]4)[n:18]3)[cH:39][cH:40]2)[s:7][cH:8]1. Starting materials: ClC1=CC(=CC=C1)C(=O)OO (3-chloroperbenzoic acid), [OH-].[Na+] (Sodium hydroxide), Cl (hydrochloric acid), C(C)(=O)OC1=CC=C(C=C1)SCCCN(CC(COC1=CC=C(C#N)C=C1)O)CC (4-[3-[[3-[[4-(acetyloxy)phenyl]thio]propyl]ethylamino] -2-hydroxypropoxy]-benzonitrile), C1(=CC=C(C=C1)S(=O)(=O)O)C (toluene-4-sulfonic acid). The solvent is C(C)O (ethanol), C(C)O (ethanol). Conditions: temperature -15 celsius, time 2 hour. Yields the product C(C)N(CC(COC1=CC=C(C#N)C=C1)O)CCCS(=O)C1=CC=C(C=C1)O (4-[3-[ethyl[3-[(4-hydroxyphenyl)sulfinyl]propyl]amino]-2-hydroxypropoxy]-benzonitrile). Reaction SMILES: C([O:4][C:5]1[CH:10]=[CH:9][C:8]([S:11][CH2:12][CH2:13][CH2:14][N:15]([CH2:29][CH3:30])[CH2:16][CH:17]([OH:28])[CH2:18][O:19][C:20]2[CH:27]=[CH:26][C:23]([C:24]#[N:25])=[CH:22][CH:21]=2)=[CH:7][CH:6]=1)(=O)C.C1(C)C=CC(S(O)(=O)=[O:38])=CC=1.ClC1C=CC=C(C(OO)=O)C=1.[OH-].[Na+].Cl>C(O)C>[CH2:29]([N:15]([CH2:14][CH2:13][CH2:12][S:11]([C:8]1[CH:9]=[CH:10][C:5]([OH:4])=[CH:6][CH:7]=1)=[O:38])[CH2:16][CH:17]([OH:28])[CH2:18][O:19][C:20]1[CH:27]=[CH:26][C:23]([C:24]#[N:25])=[CH:22][CH:21]=1)[CH3:30] |f:3.4|. Procedure details: A solution of 4-[3-[[3-[[4-(acetyloxy)phenyl]thio]propyl]ethylamino] -2-hydroxypropoxy]-benzonitrile (3.80 g, 8.8 mmol) and toluene-4-sulfonic acid (1.67 g, 8.8 mmol) in ethanol (100 ml) was stirred and chilled to -15 ° C. To the chilled solution was added a solution of 3-chloroperbenzoic acid (2.05 g, 8.8 mmol) in ethanol (10 ml). The solution was stirred at room temperature for 2 h. Sodium hydroxide (8.8 g, 0.22 mol) was added and the solution was stirred for 1 h. The pH was adjusted to about ... Starting materials: O (water), BrC1=CC(=C(C(=O)O)C=C1)C (4-bromo-2-methyl benzoic acid), FC(CN)(F)F (2,2,2-trifluoroethylamine), Cl.C(C)N(CCCN=C=NCC)CC (1-[3-(diethylamino)propyl]-3-ethylcarbodiimide hydrochloride). Solvent: CN(C=O)C (N,N-dimethylformamide). Yields the product BrC1=CC(=C(C(=O)NCC(F)(F)F)C=C1)C (4-bromo-2-methyl-N-(2,2,2-trifluoroethyl)benzoic acid amide). Yield: 58.1%. RXN SMILES: [Br:1][C:2]1[CH:10]=[CH:9][C:5]([C:6]([OH:8])=O)=[C:4]([CH3:11])[CH:3]=1.[F:12][C:13]([F:17])([F:16])[CH2:14][NH2:15].Cl.C(N(CC)CCCN=C=NCC)C.O>CN(C)C=O>[Br:1][C:2]1[CH:10]=[CH:9][C:5]([C:6]([NH:15][CH2:14][C:13]([F:17])([F:16])[F:12])=[O:8])=[C:4]([CH3:11])[CH:3]=1 |f:2.3|. Reported procedure: In a solution of 5.00 g of 4-bromo-2-methyl benzoic acid and 3.45 g of 2,2,2-trifluoroethylamine in 30 ml of N,N-dimethylformamide, 5.79 g of 1-[3-(diethylamino)propyl]-3-ethylcarbodiimide hydrochloride was added with stirring at room temperature, and stirred at the same temperature for 1.5 hour. After the completion of the reaction, 80 ml of water was added, and precipitated crystal was filtered off, washed with water and dried to obtain 4.00 g of the aimed product as white crystal.